Dataset: the Open Reaction Database (ORD), a public repository of structured organic reaction records. Task: describe an organic reaction: reactants, conditions, products, and yield The reactants are C(C)(C)N(CC)C(C)C (diisopropylethylamine), CNC (dimethylamine), BrC=1C(=C2C(N=C(O2)Cl)=C(C1C)C#N)F (6-Bromo-2-chloro-7-fluoro-5-methyl-1,3-benzoxazole-4-carbonitrile). Solvent: ClCCl (dichloromethane), ClCCl (dichloromethane). The product is BrC=1C(=C2C(N=C(O2)N(C)C)=C(C1C)C#N)F (6-Bromo-2-(dimethylamino)-7-fluoro-5-methyl-1,3-benzoxazole-4-carbonitrile). Isolated yield 56.3%. RXN SMILES: [Br:1][C:2]1[C:3]([F:15])=[C:4]2[O:8][C:7](Cl)=[N:6][C:5]2=[C:10]([C:13]#[N:14])[C:11]=1[CH3:12].[CH:16]([N:19](C(C)C)[CH2:20]C)(C)C.CNC>ClCCl>[Br:1][C:2]1[C:3]([F:15])=[C:4]2[O:8][C:7]([N:19]([CH3:20])[CH3:16])=[N:6][C:5]2=[C:10]([C:13]#[N:14])[C:11]=1[CH3:12]. Procedure details: 6-Bromo-2-chloro-7-fluoro-5-methyl-1,3-benzoxazole-4-carbonitrile (I-167) (1.93 g, 6.67 mmol) was dissolved in dichloromethane (40 ml), then diisopropylethylamine (1.20 ml, 7.06 mmol) and dimethylamine (2.0 M tetrahydrofuran solution, 5.00 ml, 10.0 mmol) were added. After stirring with heating under reflux overnight, this was diluted with dichloromethane. After washing with water and drying over anhydrous sodium sulfate, the solvent was evaporated away under reduced pressure, then the resulting ... The solvent is C(CO)O (ethyleneglycol). Procedure: 21.2 g of 3-(p-tert.butyl-phenyl)-1,2-dimethyl-propyl bromide, 17 g of piperidine and 7.5 g of ethyleneglycol are heated to 110° C. for 60 hours. After cooling, the mixture is treated with 2-N hydrochloric acid and the neutral constituent is extracted with ether. Subsequently, the hydrochloric acid solution is made alkaline with 5-N sodium hydroxide solution and extracted with ether. The combined ether extracts are washed neutral with water, dried over sodium sulphate and evaporated. By distilla... Reaction SMILES: [C:1]([C:5]1[CH:10]=[CH:9][C:8]([CH2:11][CH:12]([CH3:16])[CH:13](Br)[CH3:14])=[CH:7][CH:6]=1)([CH3:4])([CH3:3])[CH3:2].[NH:17]1[CH2:22][CH2:21][CH2:20][CH2:19][CH2:18]1.Cl>C(O)CO>[C:1]([C:5]1[CH:10]=[CH:9][C:8]([CH2:11][CH:12]([CH3:16])[CH:13]([N:17]2[CH2:22][CH2:21][CH2:20][CH2:19][CH2:18]2)[CH3:14])=[CH:7][CH:6]=1)([CH3:4])([CH3:3])[CH3:2]. The product is C(C)(C)(C)C1=CC=C(C=C1)CC(C(C)N1CCCCC1)C (1-[3-(p-tert.butyl-phenyl)-1,2-dimethyl-propyl]-piperidine). Reactants: C(C)(C)(C)C1=CC=C(C=C1)CC(C(C)Br)C (3-(p-tert.butyl-phenyl)-1,2-dimethyl-propyl bromide), N1CCCCC1 (piperidine), 2-N, Cl (hydrochloric acid).